From a dataset of the Open Reaction Database (ORD), a public repository of structured organic reaction records. describe an organic reaction: reactants, conditions, products, and yield Starting materials: C(C(O)CC(=O)O)(=O)O.NC1=CC=C(C(=O)N(C)C2CN(CC2)C2CCCCC2)C=C1 ((-) 4-Amino-N-(1-cyclohexyl-3-pyrrolidinyl)-N-methylbenzamide Malate), C(\C=C\C(=O)O)(=O)O (fumaric acid). The solvent is C(Cl)(Cl)Cl (chloroform). The product is C(\C=C\C(=O)O)(=O)O.NC1=CC=C(C(=O)N(C)C2CN(CC2)C2CCCCC2)C=C1 ((-) 4-Amino-N-(1-cyclohexyl-3-pyrrolidinyl)-N-methylbenzamide Fumarate). Reaction SMILES: [C:1]([OH:9])(=[O:8])[CH:2]([CH2:4][C:5]([OH:7])=[O:6])O.[NH2:10][C:11]1[CH:31]=[CH:30][C:14]([C:15]([N:17]([CH:19]2[CH2:23][CH2:22][N:21]([CH:24]3[CH2:29][CH2:28][CH2:27][CH2:26][CH2:25]3)[CH2:20]2)[CH3:18])=[O:16])=[CH:13][CH:12]=1.C(O)(=O)/C=C/C(O)=O>C(Cl)(Cl)Cl>[C:1]([OH:9])(=[O:8])/[CH:2]=[CH:4]/[C:5]([OH:7])=[O:6].[NH2:10][C:11]1[CH:12]=[CH:13][C:14]([C:15]([N:17]([CH:19]2[CH2:23][CH2:22][N:21]([CH:24]3[CH2:29][CH2:28][CH2:27][CH2:26][CH2:25]3)[CH2:20]2)[CH3:18])=[O:16])=[CH:30][CH:31]=1 |f:0.1,4.5|. Procedure details: An aqueous solution containing 3.9 g. (0.0094 mole) of (-) 4-amino-N-(1-cyclohexyl-3-pyrrolidinyl)-N-methylbenzamide malate (Example 68) was extracted with chloroform, the chloroform solution was dried over sodium sulfate and concentrated. The residue was dissolved in ethanol, 1.2 g. (0.01 mole) of fumaric acid added and the solution refrigerated. The fumarate salt which separated weighed 3.3 g. and melted at 205°-207°C. [α]D30 = - 13.89. Reactants: S(=O)(Cl)Cl (thionyl chloride), C(=O)(O)C1=NC2=CC=C(C=C2C=C1)OC (2-carboxy-6-methoxyquinoline), C1(=CC=CC=C1)C (toluene). Solvent: CO (methanol), C(C)OCC (diethyl ether), C(C)(=O)OCC (ethyl acetate). Run at time 30 minute. Yields the product COC=1C=C2C=CC(=NC2=CC1)C(=O)OC (6-Methoxy-2-methoxycarbonylquinoline). Reaction SMILES: S(Cl)(Cl)=O.[C:5]([C:8]1[CH:17]=[CH:16][C:15]2[C:10](=[CH:11][CH:12]=[C:13]([O:18][CH3:19])[CH:14]=2)[N:9]=1)([OH:7])=[O:6].[C:20]1(C)C=CC=CC=1>CO.C(OCC)C.C(OCC)(=O)C>[CH3:19][O:18][C:13]1[CH:14]=[C:15]2[C:10](=[CH:11][CH:12]=1)[N:9]=[C:8]([C:5]([O:7][CH3:20])=[O:6])[CH:17]=[CH:16]2. Procedure details: 230 ml (3.17 mol) of thionyl chloride are run dropwise onto a suspension of 129 g (0.635 mol) of 2-carboxy-6-methoxyquinoline in 1200 ml of toluene, and the mixture is heated for 3 h 30 min. After concentrating the solution under reduced pressure, the solid obtained is dissolved in 300 ml of methanol. The mixture is stirred for 30 min, the solvent is then evaporated off under reduced pressure, and the product obtained is taken up in diethyl ether and isolated by filtration. The solid obtained is... Starting materials: solution, [F-].C(CCC)[N+](CCCC)(CCCC)CCCC (tetra-n-butylammonium fluoride), [Si](C)(C)(C(C)(C)C)OC1=C(C=C(CO)C=C1Cl)Cl (4-tert-butyldimethylsilyloxy-3,5-dichlorobenzyl alcohol). Solvent: C1CCOC1 (THF), C1CCOC1 (THF). Conditions: time 30 minute. The product is ClC=1C=C(CO)C=C(C1O)Cl (3,5-dichloro-4-hydroxybenzyl alcohol). Isolated yield 63.7%. Reaction SMILES: [Si]([O:8][C:9]1[C:16]([Cl:17])=[CH:15][C:12]([CH2:13][OH:14])=[CH:11][C:10]=1[Cl:18])(C(C)(C)C)(C)C.[F-].C([N+](CCCC)(CCCC)CCCC)CCC>C1COCC1>[Cl:17][C:16]1[CH:15]=[C:12]([CH:11]=[C:10]([Cl:18])[C:9]=1[OH:8])[CH2:13][OH:14] |f:1.2|. Procedure details: To a solution of 1.83 g (5.96 mmol) of the product of Step B dissolved in 6 mL of THF was added 5.96 mL (5.96 mmol) of a 1M solution of tetra-n-butylammonium fluoride in THF and the reaction mixture was stirred at room temperature 30 minutes. The solution was then evaporated in vacuo and the residue was purified on a silica gel flash chromatography column eluted with 4% methanol/chloroform to afford 0.733 g (64%) of the title compound. Starting materials: ClC=1C(N(S(C1C1=CC=CC=C1)(=O)=O)C(C)C)=O (4-Chloro-2-isopropyl-5-phenylisothiazol-3(2H)-one 1,1-dioxide), C(C)(C)OC1=CC=C(N)C=C1 (4-isopropoxyaniline), TEA. Run in CC#N (MeCN). Conditions: temperature 160 celsius. Yields the product C(C)(C)OC1=CC=C(C=C1)NC=1C(N(S(C1C1=CC=CC=C1)(=O)=O)C(C)C)=O (4-[(4-Isopropoxyphenyl)amino]-2-isopropyl-5-phenylisothiazol-3(2H)-one 1,1-dioxide). Isolated yield 59.2%. As a reaction SMILES: Cl[C:2]1[C:3](=[O:18])[N:4]([CH:15]([CH3:17])[CH3:16])[S:5](=[O:14])(=[O:13])[C:6]=1[C:7]1[CH:12]=[CH:11][CH:10]=[CH:9][CH:8]=1.[CH:19]([O:22][C:23]1[CH:29]=[CH:28][C:26]([NH2:27])=[CH:25][CH:24]=1)([CH3:21])[CH3:20]>CC#N>[CH:19]([O:22][C:23]1[CH:29]=[CH:28][C:26]([NH:27][C:2]2[C:3](=[O:18])[N:4]([CH:15]([CH3:17])[CH3:16])[S:5](=[O:14])(=[O:13])[C:6]=2[C:7]2[CH:12]=[CH:11][CH:10]=[CH:9][CH:8]=2)=[CH:25][CH:24]=1)([CH3:21])[CH3:20]. Reported procedure: 4-Chloro-2-isopropyl-5-phenylisothiazol-3(2H)-one 1,1-dioxide (0.2 g, 0.7 mmol), 4-isopropoxyaniline (0.106 g, 0.7 mmol) and TEA (0.071 g, 0.7 mmol) was dissolved in dry MeCN (3 ml). The reaction mixture was heated at 160° C. for 30 min in a microwave reactor. The solvent was evaporated and the residue was purified by silica gel column chromatography using a 70:30 mixture of heptane:EtOAc as eluant to give the title compound (0.166 g, 59%). 1H NMR (500 MHz, CDCl3): δ 7.21-7.15 (m, 1H), 7.13-7.09...